Task: describe an organic reaction: reactants, conditions, products, and yield. Dataset: the Open Reaction Database (ORD), a public repository of structured organic reaction records Starting materials: CCOC(=O)c1cn(Cc2cccc(Br)n2)c2nc(C(F)(F)F)ccc2c1=O, CNOC, Cc1ccccc1, Cl. Product: CON(C)C(=O)c1cn(Cc2cccc(Br)n2)c2nc(C(F)(F)F)ccc2c1=O. Reaction SMILES: [CH2:1]([O:2][C:4](=[O:5])[c:6]1[cH:7][n:8]([CH2:21][c:22]2[n:23][c:24]([Br:28])[cH:25][cH:26][cH:27]2)[c:9]2[n:10][c:11]([C:17]([F:18])([F:19])[F:20])[cH:12][cH:13][c:14]2[c:15]1=[O:16])[CH3:3].[CH3:30][NH:31][O:32][CH3:33].[CH3:34][c:35]1[cH:36][cH:37][cH:38][cH:39][cH:40]1.[ClH:29]>>[C:4](=[O:5])([c:6]1[cH:7][n:8]([CH2:21][c:22]2[n:23][c:24]([Br:28])[cH:25][cH:26][cH:27]2)[c:9]2[n:10][c:11]([C:17]([F:18])([F:19])[F:20])[cH:12][cH:13][c:14]2[c:15]1=[O:16])[N:31]([CH3:30])[O:32][CH3:33]. Reactants: CN (methylamine), [I-].[Na+] (sodium iodide), BrCCOC1=CC=C(C=C1)N1C(N(C=C1)C1=CC=C(C=C1)OC1=CC=CC=C1)=O (1-[4-(2-bromoethoxy)phenyl]-3-(4-phenoxyphenyl)-1,3-dihydroimidazol-2-one). Solvent: C(C)#N (acetonitrile). Yields the product CNCCOC1=CC=C(C=C1)N1C(N(C=C1)C1=CC=C(C=C1)OC1=CC=CC=C1)=O (1-[4-(2-Methylaminoethoxy)phenyl]-3-(4-phenoxyphenyl)-1,3-dihydroimidazol-2-one). Reaction SMILES: Br[CH2:2][CH2:3][O:4][C:5]1[CH:10]=[CH:9][C:8]([N:11]2[CH:15]=[CH:14][N:13]([C:16]3[CH:21]=[CH:20][C:19]([O:22][C:23]4[CH:28]=[CH:27][CH:26]=[CH:25][CH:24]=4)=[CH:18][CH:17]=3)[C:12]2=[O:29])=[CH:7][CH:6]=1.[CH3:30][NH2:31].[I-].[Na+]>C(#N)C>[CH3:30][NH:31][CH2:2][CH2:3][O:4][C:5]1[CH:10]=[CH:9][C:8]([N:11]2[CH:15]=[CH:14][N:13]([C:16]3[CH:21]=[CH:20][C:19]([O:22][C:23]4[CH:28]=[CH:27][CH:26]=[CH:25][CH:24]=4)=[CH:18][CH:17]=3)[C:12]2=[O:29])=[CH:7][CH:6]=1 |f:2.3|. Procedure details: A solution of 1-[4-(2-bromoethoxy)phenyl]-3-(4-phenoxyphenyl)-1,3-dihydroimidazol-2-one (50 mg) in acetonitrile (1 ml) was left to stand with methylamine (1M in THF, 1 ml) and sodium iodide (5 mg) and 24 hours. The reaction solution was filtered and concentrated. The residue was purified by preparative HPLC. The product with the molecular weight of 401.47 (C24H23N3O3); MS (ESI): 402 ([M+H]+), was obtained as hydroformate in this way. Reactants: C[S-].[Na+] (sodium thiomethoxide), [N+](=O)([O-])C1=C(C=CC(=C1)NC(C)=O)F (2-nitro-4-acetylaminofluorobenzene). Solvent: C(OC)COC (dimethoxyethane). Product: CSC1=CC=C(C=C1[N+](=O)[O-])NC(C)=O (6-methylthio-3-acetylaminonitrobenzene). RXN SMILES: [CH3:1][S-:2].[Na+].[N+:4]([C:7]1[CH:12]=[C:11]([NH:13][C:14](=[O:16])[CH3:15])[CH:10]=[CH:9][C:8]=1F)([O-:6])=[O:5]>C(COC)OC>[CH3:1][S:2][C:8]1[C:7]([N+:4]([O-:6])=[O:5])=[CH:12][C:11]([NH:13][C:14](=[O:16])[CH3:15])=[CH:10][CH:9]=1 |f:0.1|. Reported procedure: At room temperature, 50.0 g of sodium thiomethoxide are suspended in 500 ml of dimethoxyethane and 99.1 g (0.5 mole) of 2-nitro-4-acetylaminofluorobenzene are added, in portions, over 30 min, while the temperature is maintained between 25° and 27° C. by means of an ice cold water bath. Reported procedure: Under ice cooling, 2-aminothiazole (65 mg, 0.64 mmol) was added to a solution of N,N′-carbonyldiimidazole (110 mg, 0.68 mmol) in THF (3.0 mL), and then the reaction mixture was stirred for 6 hours. N-(2-t-butoxycarbonylaminophenyl)-4-[3-(morpholin-4-yl) propylaminomethyl]benzamide (Reference Compound No. 4-11, 110 mg, 0.23 mmol) was added thereto, and then the reaction mixture was stirred at 60° C. for 16 hours. Water (100 mL) was added thereto, the whole was extracted with ethyl acetate (100 mL... RXN SMILES: [NH2:1][C:2]1[S:3][CH:4]=[CH:5][N:6]=1.[C:7]([O:11][C:12]([NH:14][C:15]1[CH:20]=[CH:19][CH:18]=[CH:17][C:16]=1[NH:21][C:22](=[O:40])[C:23]1[CH:28]=[CH:27][C:26]([CH2:29][NH:30][CH2:31]CCN2CCOCC2)=[CH:25][CH:24]=1)=[O:13])([CH3:10])([CH3:9])[CH3:8].[OH2:41].[CH2:42]1[CH2:46][O:45][CH2:44][CH2:43]1>>[C:7]([O:11][C:12]([NH:14][C:15]1[CH:20]=[CH:19][CH:18]=[CH:17][C:16]=1[NH:21][C:22](=[O:40])[C:23]1[CH:24]=[CH:25][C:26]([CH:29]([NH:30][C:31]([NH:1][C:2]2[S:3][CH:4]=[CH:5][N:6]=2)=[O:41])[CH2:17][CH2:16][CH2:15][N:14]2[CH2:42][CH2:46][O:45][CH2:44][CH2:43]2)=[CH:27][CH:28]=1)=[O:13])([CH3:10])([CH3:8])[CH3:9]. The yield is 65.0%. The reactants are O (Water), NC=1SC=CN1 (2-aminothiazole), N,N′-carbonyldiimidazole, C1CCOC1 (THF), C(C)(C)(C)OC(=O)NC1=C(C=CC=C1)NC(C1=CC=C(C=C1)CNCCCN1CCOCC1)=O (N-(2-t-butoxycarbonylaminophenyl)-4-[3-(morpholin-4-yl) propylaminomethyl]benzamide). Product: C(C)(C)(C)OC(=O)NC1=C(C=CC=C1)NC(C1=CC=C(C=C1)C(CCCN1CCOCC1)NC(=O)NC=1SC=CN1)=O (N-(2-t-Butoxycarbonylaminophenyl)-4-[1-[3-(morpholin-4-yl)propyl]-3-(thiazol-2-yl)ureidomethyl]benzamide). Run at time 6 hour. Starting materials: C[C@H]1NCCNC1 ((R)-2-methyl piperazine), ClC1=NC=CC(=C1)C(F)(F)F (2-chloro-4-trifluoromethylpyridine). Run in C=1(C(=CC=CC1)C)C (xylene). Reaction conditions: time 12 hour. Product: C[C@@H]1CN(CCN1)C1=NC=CC(=C1)C(F)(F)F ((3R)-3-Methyl-1-[4-(trifluoromethyl)pyridin-2-yl]piperazine). Yield: 35.7%. As a reaction SMILES: [CH3:1][C@@H:2]1[CH2:7][NH:6][CH2:5][CH2:4][NH:3]1.Cl[C:9]1[CH:14]=[C:13]([C:15]([F:18])([F:17])[F:16])[CH:12]=[CH:11][N:10]=1>C1(C)C(C)=CC=CC=1>[CH3:1][C@H:2]1[NH:3][CH2:4][CH2:5][N:6]([C:9]2[CH:14]=[C:13]([C:15]([F:18])([F:17])[F:16])[CH:12]=[CH:11][N:10]=2)[CH2:7]1. Procedure: To a solution of (R)-2-methyl piperazine (4.0 g, 40 mmol) in xylene (100 mL) at 140° C. under nitrogen was added 2-chloro-4-trifluoromethylpyridine (726 g, 40.0 mmol) slowly over a period of 30 min. The heating was continued for additional 12 h and cooled. The reaction mixture was evaporated to a residue and the residue was purified by chromatography using chloroform/methanol (8/2) as eluent to afford of the title compound as a liquid (3.5 g, 36%). TLC-Chloroform/MeOH (8/2); Rf: 0.25. Starting materials: CSC1=CC=C(C=C1)NC(=O)N1CC(CCC1)C1(C(NC2=CC(=CC=C12)Cl)=O)CC1=CC(=CC=C1)Cl (rac-3-[6-chloro-3-(3-chloro-benzyl)-2-oxo-2,3-dihydro-1H-indol-3-yl]-piperidine-1-carboxylic acid (4-methylsulfanyl-phenyl)-amide), ClC=1C=C(C=CC1)C(=O)OO (3-chloro-benzenecarboperoxoic acid). Solvent: ClCCl (dichloromethane), ClCCl (dichloromethane). Run at time 30 minute. The product is CS(=O)C1=CC=C(C=C1)NC(=O)N1CC(CCC1)C1(C(NC2=CC(=CC=C12)Cl)=O)CC1=CC(=CC=C1)Cl (rac-3-[6-chloro-3-(3-chloro-benzyl)-2-oxo-2,3-dihydro-1H-indol-3-yl]-piperidine-1-carboxylic acid (4-methanesulfinyl-phenyl)-amide). The yield is 55.3%. RXN SMILES: [CH3:1][S:2][C:3]1[CH:8]=[CH:7][C:6]([NH:9][C:10]([N:12]2[CH2:17][CH2:16][CH2:15][CH:14]([C:18]3([CH2:29][C:30]4[CH:35]=[CH:34][CH:33]=[C:32]([Cl:36])[CH:31]=4)[C:26]4[C:21](=[CH:22][C:23]([Cl:27])=[CH:24][CH:25]=4)[NH:20][C:19]3=[O:28])[CH2:13]2)=[O:11])=[CH:5][CH:4]=1.ClC1C=C(C(OO)=[O:45])C=CC=1>ClCCl>[CH3:1][S:2]([C:3]1[CH:8]=[CH:7][C:6]([NH:9][C:10]([N:12]2[CH2:17][CH2:16][CH2:15][CH:14]([C:18]3([CH2:29][C:30]4[CH:35]=[CH:34][CH:33]=[C:32]([Cl:36])[CH:31]=4)[C:26]4[C:21](=[CH:22][C:23]([Cl:27])=[CH:24][CH:25]=4)[NH:20][C:19]3=[O:28])[CH2:13]2)=[O:11])=[CH:5][CH:4]=1)=[O:45]. Procedure details: To the suspension of rac-3-[6-chloro-3-(3-chloro-benzyl)-2-oxo-2,3-dihydro-1H-indol-3-yl]-piperidine-1-carboxylic acid (4-methylsulfanyl-phenyl)-amide (0.28 g, 0.52 mmol) (from Example 80 supra) in dichloromethane (5 mL) was added the suspension of 3-chloro-benzenecarboperoxoic acid (133 mg, 0.78 mmol) (Aldrich) in dichloromethane (2 mL). The mixture was stirred at room temperature for 30 minutes. The mixture was partitioned between dichlormethane and water. The aqueous layer was extracted with ... Procedure details: Prepared in analogy to example 62 from N-methylaniline and (6-chloro-pyridin-2-yl)-[3-methoxy-4-(4-methyl-imidazol-1-yl)-phenyl]-amine. The title compound was obtained as a brownish solid (Yield=16%). MS ISP (m/e): 386.2 (100) [(M+H)+]. 1H NMR (DMSO-D6, 300 MHz): δ (ppm)=9.06 (s, 1H), 7.68 (d, 1H), 7.61 (s, 1H), 7.50-7.35 (m, 3H), 7.35-7.15 (m, 4H), 7.09 (, 1H), 6.99 (s, 1H), 6.19 (d, 1H), 5.95 (d, 1H), 3.70 (s, 3H), 3.44 (s, 3H), 2.14 (s, 3H). As a reaction SMILES: [CH3:1][NH:2][C:3]1[CH:8]=[CH:7][CH:6]=[CH:5][CH:4]=1.Cl[C:10]1[N:15]=[C:14]([NH:16][C:17]2[CH:22]=[CH:21][C:20]([N:23]3[CH:27]=[C:26]([CH3:28])[N:25]=[CH:24]3)=[C:19]([O:29][CH3:30])[CH:18]=2)[CH:13]=[CH:12][CH:11]=1>>[CH3:30][O:29][C:19]1[CH:18]=[C:17]([NH:16][C:14]2[CH:13]=[CH:12][CH:11]=[C:10]([N:2]([CH3:1])[C:3]3[CH:8]=[CH:7][CH:6]=[CH:5][CH:4]=3)[N:15]=2)[CH:22]=[CH:21][C:20]=1[N:23]1[CH:27]=[C:26]([CH3:28])[N:25]=[CH:24]1. The product is COC=1C=C(C=CC1N1C=NC(=C1)C)NC1=NC(=CC=C1)N(C1=CC=CC=C1)C (N-[3-Methoxy-4-(4-methyl-imidazol-1-yl)-phenyl]-N′-methyl-N′-phenyl-pyridine-2,6-diamine), solid. The reactants are CNC1=CC=CC=C1 (N-methylaniline), ClC1=CC=CC(=N1)NC1=CC(=C(C=C1)N1C=NC(=C1)C)OC ((6-chloro-pyridin-2-yl)-[3-methoxy-4-(4-methyl-imidazol-1-yl)-phenyl]-amine). The yield is 16.0%. The reactants are BrC=1C=C(C=CC1)N1C(OC(CC1)(C1=CC=CC=C1)C)=O (3-(3-bromophenyl)-6-methyl-6-phenyl-1,3-oxazinan-2-one), N1=CC(=CC=C1)B(O)O (3-pyridylboronic acid). Product: CC1(CCN(C(O1)=O)C1=CC(=CC=C1)C=1C=NC=CC1)C1=CC=CC=C1 (6-methyl-6-phenyl-3-(3-(pyridin-3-yl)phenyl)-1,3-oxazinan-2-one). Reaction SMILES: Br[C:2]1[CH:3]=[C:4]([N:8]2[CH2:13][CH2:12][C:11]([CH3:20])([C:14]3[CH:19]=[CH:18][CH:17]=[CH:16][CH:15]=3)[O:10][C:9]2=[O:21])[CH:5]=[CH:6][CH:7]=1.[N:22]1[CH:27]=[CH:26][CH:25]=[C:24](B(O)O)[CH:23]=1>>[CH3:20][C:11]1([C:14]2[CH:19]=[CH:18][CH:17]=[CH:16][CH:15]=2)[O:10][C:9](=[O:21])[N:8]([C:4]2[CH:5]=[CH:6][CH:7]=[C:2]([C:24]3[CH:23]=[N:22][CH:27]=[CH:26][CH:25]=3)[CH:3]=2)[CH2:13][CH2:12]1. Procedure details: The title compound was prepared from 3-(3-bromophenyl)-6-methyl-6-phenyl-1,3-oxazinan-2-one and 3-pyridylboronic acid following procedures analogous to those in Example 1 Step 2. LC-MS Method 2, tR=1.819 min, m/z=345.1. 1H NMR (CDCl3) 1.80 (s, 3H), 2.45-2.65 (m, 2H), 3.40 (m, 1H), 3.62 (m, 1H), 7.30-7.60 (m, 8H), 7.85 (m, 1H), 8.40 (m, 1H), 8.75 (m, 1H), 9.00 (m, 1H), 9.30-9.50 (b, 2H). The reactants are NC(CNC(=O)C1=C(N=C2N1C=C(C=C2OCC2=C(C=CC=C2F)F)C)C)(C)C (N-(2-amino-2-methylpropyl)-8-[(2,6-difluorobenzyl)oxy]-2,6-dimethylimidazo[1,2-a]pyridine-3-carboxamide), Cl (hydrochloric acid). The solvent is C(C)OCC (diethyl ether), C(C)OCC (diethyl ether). Run at time 30 minute. The product is Cl.NC(CNC(=O)C1=C(N=C2N1C=C(C=C2OCC2=C(C=CC=C2F)F)C)C)(C)C (N-(2-Amino-2-methylpropyl)-8-[(2,6-difluorobenzyl)oxy]-2,6-dimethylimidazo[1,2-a]pyridine-3-carboxamide hydrochloride). As a reaction SMILES: [NH2:1][C:2]([CH3:29])([CH3:28])[CH2:3][NH:4][C:5]([C:7]1[N:11]2[CH:12]=[C:13]([CH3:26])[CH:14]=[C:15]([O:16][CH2:17][C:18]3[C:23]([F:24])=[CH:22][CH:21]=[CH:20][C:19]=3[F:25])[C:10]2=[N:9][C:8]=1[CH3:27])=[O:6].[ClH:30]>C(OCC)C>[ClH:30].[NH2:1][C:2]([CH3:29])([CH3:28])[CH2:3][NH:4][C:5]([C:7]1[N:11]2[CH:12]=[C:13]([CH3:26])[CH:14]=[C:15]([O:16][CH2:17][C:18]3[C:19]([F:25])=[CH:20][CH:21]=[CH:22][C:23]=3[F:24])[C:10]2=[N:9][C:8]=1[CH3:27])=[O:6] |f:3.4|. Procedure details: 200 mg (0.50 mmol) of N-(2-amino-2-methylpropyl)-8-[(2,6-difluorobenzyl)oxy]-2,6-dimethylimidazo[1,2-a]pyridine-3-carboxamide Example 74 were initially charged in 4 ml of diethyl ether, 0.26 ml (0.52 mmol) of 2 N hydrochloric acid in diethyl ether was added and the reaction mixture was stirred at RT for 30 min. The mixture was then concentrated and the residue was lyophilized. This gave 217 mg (98.5% of theory, purity 99%) of the target compound. Reactants: C(#N)[Cu] (CuCN), BrC1=CC=C(C=C1)[C@H](C)NC=1SC(C(N1)=O)(C(F)(F)F)C (2-((S)-1-(4-bromophenyl)ethylamino)-5-methyl-5-(trifluoromethyl)thiazol-4(5H)-one). The solvent is CN(C)C=O (DMF). Run at temperature 150 celsius. Product: CC1(C(N=C(S1)N[C@@H](C)C1=CC=C(C#N)C=C1)=O)C(F)(F)F (4-((S)-1-(5-methyl-4-oxo-5-(trifluoromethyl)-4,5-dihydrothiazol-2-ylamino)ethyl)benzonitrile). RXN SMILES: [C:1]([Cu])#[N:2].Br[C:5]1[CH:10]=[CH:9][C:8]([C@@H:11]([NH:13][C:14]2[S:15][C:16]([CH3:24])([C:20]([F:23])([F:22])[F:21])[C:17](=[O:19])[N:18]=2)[CH3:12])=[CH:7][CH:6]=1>CN(C=O)C>[CH3:24][C:16]1([C:20]([F:23])([F:22])[F:21])[S:15][C:14]([NH:13][C@H:11]([C:8]2[CH:9]=[CH:10][C:5]([C:1]#[N:2])=[CH:6][CH:7]=2)[CH3:12])=[N:18][C:17]1=[O:19]. Reported procedure: CuCN (140 mg, 1.6 mmol) and 2-((S)-1-(4-bromophenyl)ethylamino)-5-methyl-5-(trifluoromethyl)thiazol-4(5H)-one (150 mg, 0.39 mmol) and 2 mL of DMF were combined in a sealed tube and heated to 150° C. for 12 h. The residue was purified by column chromatography (10 to 60% EA/Hex, 40 g) to give 4-((S)-1-(5-methyl-4-oxo-5-(trifluoromethyl)-4,5-dihydrothiazol-2-ylamino)ethyl)benzonitrile as a slightly yellow solid.